Dataset: the Open Reaction Database (ORD), a public repository of structured organic reaction records. Task: describe an organic reaction: reactants, conditions, products, and yield Conditions: time 1 hour. Yield: 104.0%. Reactants: ClC1=NC(=NC(=N1)Cl)C (2,4-dichloro-6-methyl-1,3,5-triazine), CCN(C(C)C)C(C)C (DIPEA), ClC1=CC(=C(OC2CNC2)C=C1)F (3-(4-chloro-2-fluorophenoxy)azetidine). Yields the product ClC1=NC(=NC(=N1)N1CC(C1)OC1=C(C=C(C=C1)Cl)F)C (2-chloro-4-(3-(4-chloro-2-fluorophenoxy)azetidin-1-yl)-6-methyl-1,3,5-triazine). Run in C(C)(C)O (isopropanol). Reaction SMILES: Cl[C:2]1[N:7]=[C:6]([Cl:8])[N:5]=[C:4]([CH3:9])[N:3]=1.CCN(C(C)C)C(C)C.[Cl:19][C:20]1[CH:30]=[CH:29][C:23]([O:24][CH:25]2[CH2:28][NH:27][CH2:26]2)=[C:22]([F:31])[CH:21]=1>C(O)(C)C>[Cl:8][C:6]1[N:7]=[C:2]([N:27]2[CH2:28][CH:25]([O:24][C:23]3[CH:29]=[CH:30][C:20]([Cl:19])=[CH:21][C:22]=3[F:31])[CH2:26]2)[N:3]=[C:4]([CH3:9])[N:5]=1. Procedure details: To a solution of 2,4-dichloro-6-methyl-1,3,5-triazine (0.800 g, 4.87 mmol) in isopropanol (15 mL) was added DIPEA (1.3 mL) and 3-(4-chloro-2-fluorophenoxy)azetidine (0.600 g, 2.92 mmol) and the reaction mixture was stirred at RT for 1 h. The mixture was concentrated under reduced pressure and extracted with EtOAc (2×40 mL). The organic extracts were washed with brine, dried over anhydrous sodium sulfate and concentrated under reduced pressure to obtain 2-chloro-4-(3-(4-chloro-2-fluorophenoxy)aze... The reactants are CN=C=O, CO, Cc1cn(C2CC(N)C(CO)O2)c(=O)[nH]c1=O. Product: CNC(=O)NC1CC(n2cc(C)c(=O)[nH]c2=O)OC1CO. Reaction SMILES: [CH3:18][N:19]=[C:20]=[O:21].[CH3:22][OH:23].[NH2:1][CH:2]1[CH2:3][CH:4]([n:9]2[c:10](=[O:11])[nH:12][c:13](=[O:14])[c:15]([CH3:16])[cH:17]2)[O:5][CH:6]1[CH2:7][OH:8]>>[NH:1]([CH:2]1[CH2:3][CH:4]([n:9]2[c:10](=[O:11])[nH:12][c:13](=[O:14])[c:15]([CH3:16])[cH:17]2)[O:5][CH:6]1[CH2:7][OH:8])[C:20]([NH:19][CH3:18])=[O:21]. The reactants are O (H2O), ClS(=O)(=O)C1=CC=C(C=C1)CCC(C(C(C)=O)=[N+]=[N-])=O (6-(4-Chlorosulfonylphenyl)-3-diazo-2,4-hexanedione), ClS(=O)(=O)C1=CC=C(C=C1)CCC(C(C(C)=O)=[N+]=[N-])=O (6-(4-chlorosulfonylphenyl)-3-diazo-2,4-hexanedione), CO (methanol), C(Cl)(Cl)Cl (chloroform). Solvent: C(C)N(CC)CC (triethylamine). The product is [N+](=[N-])=C(C(CCC1=CC=C(C=C1)S(=O)(=O)OC)=O)C(C)=O (methyl 4-(4-diazo-3,5-dioxohexyl)benzenesulfonate). As a reaction SMILES: Cl[S:2]([C:5]1[CH:10]=[CH:9][C:8]([CH2:11][CH2:12][C:13](=[O:20])[C:14](=[N+:18]=[N-:19])[C:15](=[O:17])[CH3:16])=[CH:7][CH:6]=1)(=[O:4])=[O:3].[CH3:21][OH:22].C(Cl)(Cl)Cl.O>C(N(CC)CC)C>[N+:18](=[C:14]([C:15](=[O:17])[CH3:16])[C:13](=[O:20])[CH2:12][CH2:11][C:8]1[CH:9]=[CH:10][C:5]([S:2]([O:22][CH3:21])(=[O:4])=[O:3])=[CH:6][CH:7]=1)=[N-:19]. Reported procedure: 6-(4-Chlorosulfonylphenyl)-3-diazo-2,4-hexanedione (2.0 g, 6.4 mmol) obtained in Example 3, (3) was stirred in triethylamine (1.5 ml), methanol (2.5 ml) and chloroform (8 ml) for 6 h at 10°-15° C., then the mixture was poured into H2O and extracted thrice with chloroform. The organic extract was washed with H2O, dried over anhydrous MgSO4 and evaporated under reduced pressure. The residue was chromatographed on silica gel (Wako Gel C-200, manufactured by Wako Pure Chemical Industries, Ltd.) with... Starting materials: ClC1C(NCCC(C1)C(C)C)=O (3-Chloro-5-isopropyl-azepan-2-one), [N-]=[N+]=[N-].[Na+] (sodium azide), C(Cl)Cl (CH2Cl2). Run in O (water), CS(=O)C (dimethyl sulfoxide). Yields the product N(=[N+]=[N-])C1C(NCCC(C1)C(C)C)=O (3-Azido-5-isopropyl-azepan-2-one). RXN SMILES: Cl[CH:2]1[CH2:8][CH:7]([CH:9]([CH3:11])[CH3:10])[CH2:6][CH2:5][NH:4][C:3]1=[O:12].[N-:13]=[N+:14]=[N-:15].[Na+].C(Cl)Cl>CS(C)=O.O>[N:13]([CH:2]1[CH2:8][CH:7]([CH:9]([CH3:11])[CH3:10])[CH2:6][CH2:5][NH:4][C:3]1=[O:12])=[N+:14]=[N-:15] |f:1.2|. Procedure: 3-Chloro-5-isopropyl-azepan-2-one (3.4 g, 18 mmol) and sodium azide (3.51 g, 53.9 mmol) were reacted in dry dimethyl sulfoxide (50 ml) overnight at 80° C. under an argon atmosphere. The reaction mixture was allowed to cool to r.t. diluted with water (200 ml) and extrated with CH2Cl2 (4×). The combined organic fractions were washed with water (3×), brine and dried (MgSO4) filtered and evaporated under reduced pressure. The crude yellow oil was purified over silica gel (ethyl acetate/n-heptane 1:2...